Dataset: the Open Reaction Database (ORD), a public repository of structured organic reaction records. Task: describe an organic reaction: reactants, conditions, products, and yield Starting materials: CC1=NN(C(=C1)C)C(NS(=O)(=O)C1=CC=C(C=C1)Cl)=N (N-[(3,5-dimethylpyrazol-1-yl)-iminomethyl]-4-chlorobenzene-sulfonamide), CS(=O)(=O)O (methanesulfonic acid), NN1CCOCC1 (N-aminomorpholine). The product is NC(=NS(=O)(=O)C1=CC=C(C=C1)Cl)NN1CCOCC1 (N-[amino-(morpholin-4-yl-amino)-methylene]-4-chlorobenzenesulfonamide). RXN SMILES: C[C:2]1[CH:6]=C(C)[N:4]([C:8](=[NH:20])[NH:9][S:10]([C:13]2[CH:18]=[CH:17][C:16]([Cl:19])=[CH:15][CH:14]=2)(=[O:12])=[O:11])[N:3]=1.CS(O)(=O)=O.NN1CC[O:30][CH2:29][CH2:28]1>>[NH2:20][C:8]([NH:4][N:3]1[CH2:2][CH2:6][O:30][CH2:29][CH2:28]1)=[N:9][S:10]([C:13]1[CH:14]=[CH:15][C:16]([Cl:19])=[CH:17][CH:18]=1)(=[O:11])=[O:12]. Reported procedure: The compound of Example 28 was prepared according to the accompanying synthesis procedure from 0.5 ml of N-[(3,5-dimethylpyrazol-1-yl)-iminomethyl]-4-chlorobenzene-sulfonamide solution (0.2 M, acetonitrile) with 19 mg of methanesulfonic acid and 0.5 ml of N-aminomorpholine solution (1.0 M, acetonitrile) and filed in a substance databank. Calculated mol. wt. 318.78; found mol. wt. (M+H) 319.3; 637.0 (Dimer)